Dataset: the Open Reaction Database (ORD), a public repository of structured organic reaction records. Task: describe an organic reaction: reactants, conditions, products, and yield Starting materials: [Al+3], [Cl-], [Cl-], [Cl-], ClCCl, COc1cc(Cl)c(C=O)cc1OC, O. Yields the product COc1cc(C=O)c(Cl)cc1O. As a reaction SMILES: [Al+3:20].[Cl-:17].[Cl-:18].[Cl-:19].[Cl:14][CH2:15][Cl:16].[Cl:1][c:2]1[c:3]([CH:4]=[O:5])[cH:6][c:7]([O:12][CH3:13])[c:8]([O:10][CH3:11])[cH:9]1.[OH2:21]>>[Cl:1][c:2]1[c:3]([CH:4]=[O:5])[cH:6][c:7]([O:12][CH3:13])[c:8]([OH:10])[cH:9]1.